The task is: describe an organic reaction: reactants, conditions, products, and yield. This data is from the Open Reaction Database (ORD), a public repository of structured organic reaction records. Starting materials: FC1=CC=C(C(=O)Cl)C=C1 (4-Fluoro-benzoyl chloride), acyl chloride, Cl.FC1=CC=C(C=C1)C1=NOC(=N1)C1CNCCC1 (3-[3-(4-Fluoro-phenyl)-[1,2,4]oxadiazol-5-yl]-piperidine hydrochloride). Run in C(Cl)Cl.CO (DCM MeOH). Yields the product FC1=CC=C(C=C1)C1=NOC(=N1)C1CN(CCC1)C(=O)C1=CC=CC=C1 ({3-[3-(4-Fluoro-phenyl)-[1,2,4]oxadiazol-5-yl]-piperidin-1-yl}-phenyl-methanone). Yield: 30.0%. RXN SMILES: F[C:2]1[CH:10]=[CH:9][C:5]([C:6](Cl)=[O:7])=[CH:4][CH:3]=1.Cl.[F:12][C:13]1[CH:18]=[CH:17][C:16]([C:19]2[N:23]=[C:22]([CH:24]3[CH2:29][CH2:28][CH2:27][NH:26][CH2:25]3)[O:21][N:20]=2)=[CH:15][CH:14]=1>C(Cl)Cl.CO>[F:12][C:13]1[CH:18]=[CH:17][C:16]([C:19]2[N:23]=[C:22]([CH:24]3[CH2:29][CH2:28][CH2:27][N:26]([C:6]([C:5]4[CH:9]=[CH:10][CH:2]=[CH:3][CH:4]=4)=[O:7])[CH2:25]3)[O:21][N:20]=2)=[CH:15][CH:14]=1 |f:1.2,3.4|. Procedure details: The compound was prepared following the procedure described in the Example 3(D), using 4-Fluoro-benzoyl chloride as the acyl chloride of choice and the 3-[3-(4-Fluoro-phenyl)-[1,2,4]oxadiazol-5-yl]-piperidine hydrochloride (already prepared before in the Example 4(B)). Yield: 30% (white powder); mp=82-83° C.; Rf=0.25 (DCM/MeOH: 98/2); Reactants: C1CCOC1, O=C[O-], [Cl-], [NH4+], [Na+], C=CCOC(=O)C1(C)CCC(NC(=O)C=Cc2ccc(O)c(OC)c2)CC1. The product is COc1cc(C=CC(=O)NC2CCC(C)(C(=O)O)CC2)ccc1O. As a reaction SMILES: [CH2:34]1[O:35][CH2:36][CH2:37][CH2:38]1.[CH:1]([O-:2])=[O:3].[Cl-:33].[NH4+:4].[Na+:32].[OH:5][c:6]1[c:7]([O:30][CH3:31])[cH:8][c:9]([CH:10]=[CH:11][C:12](=[O:13])[NH:14][CH:15]2[CH2:16][CH2:17][C:18]([C:21](=[O:22])[O:23][CH2:24][CH:25]=[CH2:26])([CH3:27])[CH2:19][CH2:20]2)[cH:28][cH:29]1>>[OH:5][c:6]1[c:7]([O:30][CH3:31])[cH:8][c:9]([CH:10]=[CH:11][C:12](=[O:13])[NH:14][CH:15]2[CH2:16][CH2:17][C:18]([C:21](=[O:22])[OH:23])([CH3:27])[CH2:19][CH2:20]2)[cH:28][cH:29]1.